This data is from the Open Reaction Database (ORD), a public repository of structured organic reaction records. The task is: describe an organic reaction: reactants, conditions, products, and yield Reactants: ClCCl, COCOC(CO)(CC(C)(C)c1cc(F)ccc1OC)C(F)(F)F, O=[Cr](=O)([O-])Cl, c1cc[nH+]cc1. Product: COCOC(C=O)(CC(C)(C)c1cc(F)ccc1OC)C(F)(F)F. As a reaction SMILES: [Cl:36][CH2:37][Cl:38].[F:1][c:2]1[cH:3][cH:4][c:5]([O:23][CH3:24])[c:6]([C:8]([CH2:9][C:10]([CH2:11][OH:12])([C:13]([F:14])([F:15])[F:16])[O:17][CH2:18][O:19][CH3:20])([CH3:21])[CH3:22])[cH:7]1.[O:25]=[Cr:26]([Cl:27])([O-:28])=[O:29].[nH+:30]1[cH:31][cH:32][cH:33][cH:34][cH:35]1>>[F:1][c:2]1[cH:3][cH:4][c:5]([O:23][CH3:24])[c:6]([C:8]([CH2:9][C:10]([CH:11]=[O:12])([C:13]([F:14])([F:15])[F:16])[O:17][CH2:18][O:19][CH3:20])([CH3:21])[CH3:22])[cH:7]1. The reactants are CeCl3 THF, [Si](C)(C)(C)C[Mg]Cl (TMSCH2MgCl), [Si](C1=CC=CC=C1)(C1=CC=CC=C1)(C(C)(C)C)OCC[C@@H](C[C@@H]1C[C@@H](C[C@@H](O1)C[C@H](CC(=O)OCC)O[Si](C)(C)C)O[Si](C)(C)C)OCC1=CC=C(C=C1)OC ((R)-ethyl 4-((2R,4S,6R)-6-((S)-4-(tert-butyldiphenylsilyloxy)-2-(4-methoxybenzyloxyl)butyl)-4-(trimethylsilyloxy)tetrahydro-2H-pyran-2-yl)-3-(trimethylsilyloxy)butanoate), C1CCOC1 (THF). Conditions: time 1 hour. Product: [Si](C1=CC=CC=C1)(C1=CC=CC=C1)(C(C)(C)C)OCC[C@@H](C[C@H]1O[C@H](C[C@H](C1)O)C[C@H](CC(=C)C[Si](C)(C)C)O)OCC1=CC=C(C=C1)OC ((2S,4R,6S)-2-((S)-4-(tert-butyldiphenylsilyloxy)-2-(4-methoxybenzyloxyl)butyl)-6-((S)-2-hydroxy-4-((trimethylsilyl)methyl)pent-4-enyl)tetrahydro-2H-pyran-4-ol). Yield: 71.0%. As a reaction SMILES: [Si:1]([CH2:5][Mg]Cl)([CH3:4])([CH3:3])[CH3:2].[Si:8]([O:25][CH2:26][CH2:27][C@H:28]([O:54][CH2:55][C:56]1[CH:61]=[CH:60][C:59]([O:62][CH3:63])=[CH:58][CH:57]=1)[CH2:29][C@H:30]1[O:35][C@@H:34]([CH2:36][C@@H:37]([O:44][Si](C)(C)C)[CH2:38][C:39](OCC)=O)[CH2:33][C@@H:32]([O:49][Si](C)(C)C)[CH2:31]1)([C:21]([CH3:24])([CH3:23])[CH3:22])([C:15]1[CH:20]=[CH:19][CH:18]=[CH:17][CH:16]=1)[C:9]1[CH:14]=[CH:13][CH:12]=[CH:11][CH:10]=1.[CH2:64]1COCC1>>[Si:8]([O:25][CH2:26][CH2:27][C@H:28]([O:54][CH2:55][C:56]1[CH:61]=[CH:60][C:59]([O:62][CH3:63])=[CH:58][CH:57]=1)[CH2:29][C@@H:30]1[CH2:31][C@H:32]([OH:49])[CH2:33][C@H:34]([CH2:36][C@@H:37]([OH:44])[CH2:38][C:39]([CH2:5][Si:1]([CH3:3])([CH3:4])[CH3:2])=[CH2:64])[O:35]1)([C:21]([CH3:24])([CH3:23])[CH3:22])([C:9]1[CH:10]=[CH:11][CH:12]=[CH:13][CH:14]=1)[C:15]1[CH:16]=[CH:17][CH:18]=[CH:19][CH:20]=1. Procedure details: Powered CeCl3.7H2O (757.0 mg, 2.03 mmol, 10.0 equiv) was placed in a 10 mL rb flask and heated to 170° C. under vacuum. After 16 h at 170° C., the dried CeCl3 was cooled to rt, and the flask was purged with N2. THF (2.5 mL) was added, and the mixture was stirred at rt for 2 h. Meanwhile, a 25 mL three-necked rb flask equipped with condenser and magnetic stir bar was charged with magnesium turnings (124.0 mg, 5 mmol, 1.0 equiv), and a crystal of iodine. The flask was heated with a heat gun for 5 ... Reactants: CCOC(=O)c1cn2c3c(c(F)c(F)cc3c1=O)OCC21CCOC1, [K+], O=[N+]([O-])[O-], O=S(=O)(O)O. Yields the product CCOC(=O)c1cn2c3c(c(F)c(F)c([N+](=O)[O-])c3c1=O)OCC21CCOC1. Reaction SMILES: [F:1][c:2]1[c:3]([F:25])[c:4]2[c:5]3[n:6]([cH:7][c:8]([C:13](=[O:14])[O:15][CH2:16][CH3:17])[c:9](=[O:12])[c:10]3[cH:11]1)[C:18]1([CH2:19][O:20][CH2:21][CH2:22]1)[CH2:23][O:24]2.[K+:30].[N+:26](=[O:27])([O-:28])[O-:29].[S:31](=[O:32])(=[O:33])([OH:34])[OH:35]>>[F:1][c:2]1[c:3]([F:25])[c:4]2[c:5]3[n:6]([cH:7][c:8]([C:13](=[O:14])[O:15][CH2:16][CH3:17])[c:9](=[O:12])[c:10]3[c:11]1[N+:26](=[O:27])[O-:28])[C:18]1([CH2:19][O:20][CH2:21][CH2:22]1)[CH2:23][O:24]2. Reactants: C(#N)C=1C=C2C=CNC2=CC1 (5-cyanoindole), FC1=CC=C(C=C1)[N+](=O)[O-] (4-fluoronitrobenzene), ClC1=C(C=C(C=C1)N=C=O)C(F)(F)F (4-chloro-3-(trifluoromethyl)phenyl isocyanate). Yields the product ClC1=C(C=C(C=C1)NC(=O)NC1=CC=C(C=C1)N1C=CC2=CC(=CC=C12)C#N)C(F)(F)F (1-(4-Chloro-3-(trifluoromethyl)phenyl)-3-[4-(5-cyanoindol-1-yl)phenyl]urea). As a reaction SMILES: [C:1]([C:3]1[CH:4]=[C:5]2[C:9](=[CH:10][CH:11]=1)[NH:8][CH:7]=[CH:6]2)#[N:2].F[C:13]1[CH:18]=[CH:17][C:16]([N+:19]([O-])=O)=[CH:15][CH:14]=1.[Cl:22][C:23]1[CH:28]=[CH:27][C:26]([N:29]=[C:30]=[O:31])=[CH:25][C:24]=1[C:32]([F:35])([F:34])[F:33]>>[Cl:22][C:23]1[CH:28]=[CH:27][C:26]([NH:29][C:30]([NH:19][C:16]2[CH:17]=[CH:18][C:13]([N:8]3[C:9]4[C:5](=[CH:4][C:3]([C:1]#[N:2])=[CH:11][CH:10]=4)[CH:6]=[CH:7]3)=[CH:14][CH:15]=2)=[O:31])=[CH:25][C:24]=1[C:32]([F:33])([F:34])[F:35]. Procedure: The title compound can be synthesized from 5-cyanoindole, 4-fluoronitrobenzene and 4-chloro-3-(trifluoromethyl)phenyl isocyanate by using the same techniques as in Example 1. The reactants are C(C)N(CC(COC1=CC=C(C#N)C=C1)O)CCCSCCC (4-[3-[ethyl[3-(propylthio)propyl]amino]-2-hydroxypropoxy]-benzonitrile), C1(=CC=C(C=C1)S(=O)(=O)O)C (p-toluenesulfonic acid), ClC1=CC(=CC=C1)C(=O)OO (m-chloroperbenzoic acid). Run in C(C)O (ethanol). Conditions: temperature -10 celsius, time 1 hour. Yields the product C(C)N(CC(COC1=CC=C(C#N)C=C1)O)CCCS(=O)CCC (4-[3-[ethyl[3-(propylsulfinyl)propyl]amino]-2-hydroxypropoxy]-benzonitrile). Reaction SMILES: [CH2:1]([N:3]([CH2:17][CH2:18][CH2:19][S:20][CH2:21][CH2:22][CH3:23])[CH2:4][CH:5]([OH:16])[CH2:6][O:7][C:8]1[CH:15]=[CH:14][C:11]([C:12]#[N:13])=[CH:10][CH:9]=1)[CH3:2].C1(C)C=CC(S(O)(=O)=[O:31])=CC=1.ClC1C=CC=C(C(OO)=O)C=1>C(O)C>[CH2:1]([N:3]([CH2:17][CH2:18][CH2:19][S:20]([CH2:21][CH2:22][CH3:23])=[O:31])[CH2:4][CH:5]([OH:16])[CH2:6][O:7][C:8]1[CH:9]=[CH:10][C:11]([C:12]#[N:13])=[CH:14][CH:15]=1)[CH3:2]. Procedure details: 2.45 g of 4-[3-[ethyl[3-(propylthio)propyl]amino]-2-hydroxypropoxy]-benzonitrile and 1.4 g p-toluenesulfonic acid were mixed in 50 ml of ethanol. The mixture was cooled to -10° C. and 1.7 g of m-chloroperbenzoic acid was added in small protions. The mixture was stirred for 0.5 hour at -10° C. and one hour at room temperature and then evaporated. The residue was dissolved in dichloromethane and washed with three portions of sodium carbonate and twice with water and thereafter dried over sodium su... Starting materials: CSSC (dimethyl disulfide), C(CCC)[Li] (n-butyl lithium), CC=1C(NCCC2C1C1=CC=C(C=C1CC2)OC)=O (1-methyl-9-methoxy-3,4,5,5a,6,7-hexahydro-2H-naphth[1,2-d]-azepin-2-one). Solvent: O1CCCC1 (tetrahydrofuran), CCCCCC (hexane), O1CCCC1 (tetrahydrofuran). Conditions: time 45 minute. Yields the product CSCC=1C(NCCC2C1C1=CC=C(C=C1CC2)OC)=O (1-methylthiomethyl-3,4,5,5a,6,7-hexahydro9-methoxy-2H-naphth[1,2-d]azepin-2-one). RXN SMILES: C([Li])CCC.[CH3:6][C:7]1[C:8](=[O:24])[NH:9][CH2:10][CH2:11][CH:12]2[CH2:21][CH2:20][C:19]3[C:14](=[CH:15][CH:16]=[C:17]([O:22][CH3:23])[CH:18]=3)[C:13]=12.[CH3:25][S:26]SC>CCCCCC.O1CCCC1>[CH3:25][S:26][CH2:6][C:7]1[C:8](=[O:24])[NH:9][CH2:10][CH2:11][CH:12]2[CH2:21][CH2:20][C:19]3[C:14](=[CH:15][CH:16]=[C:17]([O:22][CH3:23])[CH:18]=3)[C:13]=12. Procedure: The starting material is prepared as follows: 36.4 ml of 2.5 M n-butyl lithium in hexane are added dropwise under nitrogen and at room temperature to the stirred suspension of 7.8 g of 1-methyl-9-methoxy-3,4,5,5a,6,7-hexahydro-2H-naphth[1,2-d]-azepin-2-one in 70 ml of anhydrous tetrahydrofuran. The mixture is stirred at room temperature for 45 minutes and cooled in a dry ice-acetone bath. The solution of 5.45 ml of dimethyl disulfide in 60 ml of tetrahydrofuran is added dropwise and the mixture ...